From a dataset of the Open Reaction Database (ORD), a public repository of structured organic reaction records. describe an organic reaction: reactants, conditions, products, and yield Reactants: BrBr (Br2), C(C=C)[Sn](CCC(C(C(C(C(C(F)(F)F)(F)F)(F)F)(F)F)(F)F)(F)F)(C)C (Allyl-dimethyl-(3,3,4,4,5,5,6,6,7,7,8,8,8-tridecafluorooctyl)stannane). Solvent: CCOCC (ether). Reaction conditions: time 1.5 hour. Product: C[SnH](CCC(C(C(C(C(C(F)(F)F)(F)F)(F)F)(F)F)(F)F)(F)F)C (Dimethyl-(3,3,4,4,5,5,6,6,7,7,8,8,8-tridecafluorooctyl)stannane). The yield is 65.0%. As a reaction SMILES: BrBr.[CH2:3]([Sn:6](C)([CH3:28])[CH2:7][CH2:8][C:9]([F:27])([F:26])[C:10]([F:25])([F:24])[C:11]([F:23])([F:22])[C:12]([F:21])([F:20])[C:13]([F:19])([F:18])[C:14]([F:17])([F:16])[F:15])C=C>CCOCC>[CH3:28][SnH:6]([CH3:3])[CH2:7][CH2:8][C:9]([F:26])([F:27])[C:10]([F:24])([F:25])[C:11]([F:22])([F:23])[C:12]([F:20])([F:21])[C:13]([F:18])([F:19])[C:14]([F:17])([F:16])[F:15]. Procedure details: Br2 (0.43 g, 2.68 mmol) was added to a solution of 2a (1.20 g, 2.23 mmol) in dry ether (10 mL) at 0° C. The brown reaction mixture was further stirred at room temperature for 1.5 h. After evaporation of solvent, the residue was partitioned between CH2Cl2 and FC-72. The CH2Cl2 phase was further washed with FC-72 for three times. The crude tin bromide 3a was dissolved in dry ether (10 mL) and cooled to −78° C., to which LAH (2.1 mL, 1.0 M in ether) was added. The reaction was quenched with water a...